This data is from the Open Reaction Database (ORD), a public repository of structured organic reaction records. The task is: describe an organic reaction: reactants, conditions, products, and yield Reactants: NCC1CN(Cc2ccc(Cl)c(Cl)c2)CCO1, CN(C)c1ccc(N=C=O)cc1. Yields the product CN(C)c1ccc(NC(=O)NCC2CN(Cc3ccc(Cl)c(Cl)c3)CCO2)cc1. As a reaction SMILES: [Cl:1][c:2]1[cH:3][c:4]([CH2:5][N:6]2[CH2:7][CH:8]([CH2:12][NH2:13])[O:9][CH2:10][CH2:11]2)[cH:14][cH:15][c:16]1[Cl:17].[N:18](=[C:19]=[O:20])[c:21]1[cH:22][cH:23][c:24]([N:25]([CH3:26])[CH3:27])[cH:28][cH:29]1>>[Cl:1][c:2]1[cH:3][c:4]([CH2:5][N:6]2[CH2:7][CH:8]([CH2:12][NH:13][C:19]([NH:18][c:21]3[cH:22][cH:23][c:24]([N:25]([CH3:26])[CH3:27])[cH:28][cH:29]3)=[O:20])[O:9][CH2:10][CH2:11]2)[cH:14][cH:15][c:16]1[Cl:17]. Reactants: [BH4-], Cc1cc2c(s1)CCN=C2CCc1ccc(C(F)(F)F)cc1, CO, [Na+]. Yields the product Cc1cc2c(s1)CCNC2CCc1ccc(C(F)(F)F)cc1. Reaction SMILES: [BH4-:23].[CH3:1][c:2]1[cH:3][c:4]2[c:9]([s:10]1)[CH2:8][CH2:7][N:6]=[C:5]2[CH2:11][CH2:12][c:13]1[cH:14][cH:15][c:16]([C:19]([F:20])([F:21])[F:22])[cH:17][cH:18]1.[CH3:25][OH:26].[Na+:24]>>[CH3:1][c:2]1[cH:3][c:4]2[c:9]([s:10]1)[CH2:8][CH2:7][NH:6][CH:5]2[CH2:11][CH2:12][c:13]1[cH:14][cH:15][c:16]([C:19]([F:20])([F:21])[F:22])[cH:17][cH:18]1.